The task is: describe an organic reaction: reactants, conditions, products, and yield. This data is from the Open Reaction Database (ORD), a public repository of structured organic reaction records. Starting materials: CCCCCCCCCCCCCCCCNc1ccc(C(=O)[O-])cc1, CCO, [Na+], O, CCOC(=O)C(C)OS(=O)(=O)c1ccc(C)cc1. Product: CCCCCCCCCCCCCCCCNc1ccc(C(=O)OC(C)C(=O)OCC)cc1. Reaction SMILES: [CH2:1]([CH2:2][CH2:3][CH2:4][CH2:5][CH2:6][CH2:7][CH2:8][CH2:9][CH2:10][CH2:11][CH2:12][CH2:13][CH2:14][CH2:15][CH3:16])[NH:17][c:18]1[cH:19][cH:20][c:21]([C:22](=[O:23])[O-:24])[cH:25][cH:26]1.[CH3:28][CH2:29][OH:30].[Na+:27].[OH2:49].[S:31]([O:32][CH:42]([C:43](=[O:44])[O:45][CH2:46][CH3:47])[CH3:48])([c:33]1[cH:34][cH:35][c:36]([CH3:37])[cH:38][cH:39]1)(=[O:40])=[O:41]>>[CH2:1]([CH2:2][CH2:3][CH2:4][CH2:5][CH2:6][CH2:7][CH2:8][CH2:9][CH2:10][CH2:11][CH2:12][CH2:13][CH2:14][CH2:15][CH3:16])[NH:17][c:18]1[cH:19][cH:20][c:21]([C:22](=[O:23])[O:24][CH:42]([C:43](=[O:44])[O:45][CH2:46][CH3:47])[CH3:48])[cH:25][cH:26]1.